This data is from the Open Reaction Database (ORD), a public repository of structured organic reaction records. The task is: describe an organic reaction: reactants, conditions, products, and yield The reactants are COC1=CC=C(C=C1)C(=O)C1=C2C=CN(C2=CC=C1)S(=O)(=O)C1=CC=C(C=C1)C ((4-methoxy-phenyl)-[1-[(4-methyl phenyl)-sulfonyl]-1H-indol-4-yl]-methanone), [C-]#N.[Na+] (sodium cyanide), Cl (hydrochloric acid). Solvent: CS(=O)C (dimethylsulfoxide). Product: N1C=CC2=C(C=CC=C12)C(=O)C1=CC=C(C=C1)O ((1H-indol-4-yl)(4-hydroxy-phenyl)methanone). Isolated yield 61.2%. Reaction SMILES: C[O:2][C:3]1[CH:8]=[CH:7][C:6]([C:9]([C:11]2[CH:19]=[CH:18][CH:17]=[C:16]3[C:12]=2[CH:13]=[CH:14][N:15]3S(C2C=CC(C)=CC=2)(=O)=O)=[O:10])=[CH:5][CH:4]=1.[C-]#N.[Na+].Cl>CS(C)=O>[NH:15]1[C:16]2[C:12](=[C:11]([C:9]([C:6]3[CH:7]=[CH:8][C:3]([OH:2])=[CH:4][CH:5]=3)=[O:10])[CH:19]=[CH:18][CH:17]=2)[CH:13]=[CH:14]1 |f:1.2|. Reported procedure: A solution of 56.1 g of the product of Step C, 66.16 g of sodium cyanide and 370 ml of dimethylsulfoxide was heated for 16 hours at 140° C. and then the solution was allowed to return to ambient temperature. 1500 ml of 2N hydrochloric acid were added and extraction was done with sulfuric ether. The extracts were concentrated to dryness under reduced pressure and the 70.4 g residue were chromatographed on silica (eluant: methylene chloride - ethyl acetate (85-15) to obtain 20.1 g of the desired p... Reactants: OC=1C=C(C2=C(C=C(O2)C2=CC=C(C=C2)O)C1)C=CC#N (3-[5-Hydroxy-2-(4-hydroxy-phenyl)-benzofuran-7-yl]-acrylonitrile). Reagents/catalysts: [Pd] (palladium on carbon). Run in CO (methanol). The product is OC=1C=C(C2=C(C=C(O2)C2=CC=C(C=C2)O)C1)CCC#N (3-[5-Hydroxy-2-(4-hydroxy-phenyl)-benzofuran-7-yl]-propionitrile). Yield: 25.1%. RXN SMILES: [OH:1][C:2]1[CH:3]=[C:4]([CH:18]=[CH:19][C:20]#[N:21])[C:5]2[O:9][C:8]([C:10]3[CH:15]=[CH:14][C:13]([OH:16])=[CH:12][CH:11]=3)=[CH:7][C:6]=2[CH:17]=1>CO.[Pd]>[OH:1][C:2]1[CH:3]=[C:4]([CH2:18][CH2:19][C:20]#[N:21])[C:5]2[O:9][C:8]([C:10]3[CH:11]=[CH:12][C:13]([OH:16])=[CH:14][CH:15]=3)=[CH:7][C:6]=2[CH:17]=1. Procedure details: A solution of 3-[5-hydroxy-2-(4-hydroxy-phenyl)-benzofuran-7-yl]-acrylonitrile 64 (0.028 g, 0.1 mmol) in methanol (1 mL) was purged with nitrogen and 10% palladium on carbon added. The reaction vessel was evacuated and a hydrogen balloon added. After an hour, the reaction was filtered and the solvent removed in vacuo. The product was purified via flash chromatography, eluting with 3% methanol in dichloromethane to give 0.007 g of 3-[5-hydroxy-2-(4-hydroxy-phenyl)-benzofuran-7-yl]-propionitrile 6... Starting materials: CS(=O)(=O)O, CNO, CCO, CC(C)(C)[O-], Cl, [K+], O=C1c2ccccc2COc2ccc(CCCO)cc21. Yields the product CN(O)CCCc1ccc2c(c1)C(=O)c1ccccc1CO2. As a reaction SMILES: [CH3:11][S:12]([OH:13])(=[O:14])=[O:15].[CH3:2][NH:3][OH:4].[CH3:36][CH2:37][OH:38].[CH3:5][C:6]([CH3:7])([O-:8])[CH3:9].[ClH:1].[K+:10].[O:16]=[C:17]1[c:18]2[c:19]([cH:28][cH:29][c:30]([CH2:32][CH2:33][CH2:34][OH:35])[cH:31]2)[O:20][CH2:21][c:22]2[c:23]1[cH:24][cH:25][cH:26][cH:27]2>>[CH3:2][N:3]([OH:4])[CH2:34][CH2:33][CH2:32][c:30]1[cH:29][cH:28][c:19]2[c:18]([cH:31]1)[C:17](=[O:16])[c:23]1[c:22]([cH:27][cH:26][cH:25][cH:24]1)[CH2:21][O:20]2. The reactants are CN1C=C2C3=C1C=CC=C3[C@]4(C[C@H](CN([C@@H]4C2)C)COC(=O)C5=CC(=CN=C5)Br)OC (nicergoline), C[Si](Cl)(C)C (trimethylchlorosilane), C1=CC=CC=C1 (benzene). Solvent: CC(=O)C (acetone). Yields the product BrC=1C=NC=C(C(=O)OCC2CN([C@@H]3CC4=C(N(C5=CC=CC([C@]3(C2)OC)=C45)C)Cl)C)C1 (8-[(5-bromonicotinoyl)oxymethyl]-2-chloro-1,6-dimethyl-10-methoxyergoline). RXN SMILES: [CH3:1][N:2]1[C:6]2[CH:7]=[CH:8][CH:9]=[C:10]3[C@:11]4([O:30][CH3:31])[C@@H:16]([CH2:17][C:4]([C:5]=23)=[CH:3]1)[N:15]([CH3:18])[CH2:14][C@H:13]([CH2:19][O:20][C:21]([C:23]1[CH:28]=[N:27][CH:26]=[C:25]([Br:29])[CH:24]=1)=[O:22])[CH2:12]4.C[Si](C)(C)[Cl:34].C1C=CC=CC=1>CC(C)=O>[Br:29][C:25]1[CH:26]=[N:27][CH:28]=[C:23]([CH:24]=1)[C:21]([O:20][CH2:19][CH:13]1[CH2:12][C@@:11]2([O:30][CH3:31])[C@@H:16]([CH2:17][C:4]3[C:5]4[C:6](=[CH:7][CH:8]=[CH:9][C:10]2=4)[N:2]([CH3:1])[C:3]=3[Cl:34])[N:15]([CH3:18])[CH2:14]1)=[O:22]. Reported procedure: Following the process of Example 25, 1 g of nicergoline (8-[(5-bromonicotinoyl)oxymethyl]-1,6-dimethyl-10-methoxyergoline) is reacted with 1.6 ml of trimethylchlorosilane and the obtained product is isolated by chromatography on a Kieselgel column, using a 7:3 mixture of benzene and acetone as eluant, to give the title compound in a yield of 0.65 g (0.00125 mole, 60%). Reactants: Nc1cccc(Br)c1Br, Nc1cccc(F)c1F, Fc1cccc2nc(I)sc12. The product is Brc1cccc2nc(I)sc12. RXN SMILES: [Br:21][c:22]1[c:23]([Br:24])[cH:25][cH:26][cH:27][c:28]1[NH2:29].[F:12][c:13]1[c:14]([F:15])[cH:16][cH:17][cH:18][c:19]1[NH2:20].[F:1][c:2]1[cH:3][cH:4][cH:5][c:6]2[n:7][c:8]([I:11])[s:9][c:10]12>>[c:2]1([Br:21])[cH:3][cH:4][cH:5][c:6]2[n:7][c:8]([I:11])[s:9][c:10]12.